This data is from the Open Reaction Database (ORD), a public repository of structured organic reaction records. The task is: describe an organic reaction: reactants, conditions, products, and yield Reactants: FC(C=1C=C(CN([C@@H]2C[C@@H](N(C3=CC=C(C=C23)C(F)(F)F)C(=O)Cl)C2CC2)C(=O)OC)C=C(C1)C(F)(F)F)(F)F (cis-4-[(3,5-Bis-trifluoromethyl-benzyl)-methoxycarbonyl-amino]-2-cyclopropyl-6-trifluoromethyl-3,4-dihydro-2H-quinoline-1-carbonyl chloride), FC(CO)(F)F (2,2,2-trifluoroethanol). Reaction conditions: time 1 hour. Product: FC(COC(=O)N1[C@H](C[C@H](C2=CC(=CC=C12)C(F)(F)F)N(C(=O)OC)CC1=CC(=CC(=C1)C(F)(F)F)C(F)(F)F)C1CC1)(F)F (cis-4-[(3,5-Bis-trifluoromethyl-benzyl)-methoxycarbonyl-amino]-2-cyclopropyl-6-trifluoromethyl-3,4-dihydro-2H-quinoline-1-carboxylic acid 2,2,2-trifluoro-ethyl ester). The yield is 77.0%. As a reaction SMILES: [F:1][C:2]([F:40])([F:39])[C:3]1[CH:4]=[C:5]([CH:32]=[C:33]([C:35]([F:38])([F:37])[F:36])[CH:34]=1)[CH2:6][N:7]([C:28]([O:30][CH3:31])=[O:29])[C@H:8]1[C:17]2[C:12](=[CH:13][CH:14]=[C:15]([C:18]([F:21])([F:20])[F:19])[CH:16]=2)[N:11]([C:22](Cl)=[O:23])[C@@H:10]([CH:25]2[CH2:27][CH2:26]2)[CH2:9]1.[F:41][C:42]([F:46])([F:45])[CH2:43][OH:44]>>[F:41][C:42]([F:46])([F:45])[CH2:43][O:44][C:22]([N:11]1[C:12]2[C:17](=[CH:16][C:15]([C:18]([F:21])([F:20])[F:19])=[CH:14][CH:13]=2)[C@H:8]([N:7]([CH2:6][C:5]2[CH:4]=[C:3]([C:2]([F:40])([F:39])[F:1])[CH:34]=[C:33]([C:35]([F:36])([F:37])[F:38])[CH:32]=2)[C:28]([O:30][CH3:31])=[O:29])[CH2:9][C@@H:10]1[CH:25]1[CH2:26][CH2:27]1)=[O:23]. Procedure: A solution of cis-4-[(3,5-bis-trifluoromethyl-benzyl)-methoxycarbonyl-amino]-2-cyclopropyl-trifluoromethyl-3,4-dihydro-2H-quinoline-1-carbonyl chloride (Example 102B) (20 mg) in 2,2,2-trifluoroethanol (5 mL) was heated to reflux. After 1 h, the reaction was cooled and concentrated, and the residue was chromatographed (5-10% EtOAc/hexane) to afford the title product (22 mg, 77%). MS m/z 685 (M++19); 1H NMR (CDCl3) δ 3.82 (s, 3H), 7.17 (C5, s, 1H).